The task is: describe an organic reaction: reactants, conditions, products, and yield. This data is from the Open Reaction Database (ORD), a public repository of structured organic reaction records. Reaction SMILES: [CH3:13][n:14]1[c:15]([CH:22]=[O:23])[n:16][cH:17][c:18]1[N+:19](=[O:20])[O-:21].[CH3:1][c:2]1[s:3][c:4](-[c:7]2[cH:8][cH:9][cH:10][cH:11][cH:12]2)[n:5][n:6]1.[CH3:24][C:25]([O:26][C:27](=[O:28])[CH3:29])=[O:30].[CH3:32][C:33](=[O:34])[OH:35].[OH2:31]>>[CH:1]([c:2]1[s:3][c:4](-[c:7]2[cH:8][cH:9][cH:10][cH:11][cH:12]2)[n:5][n:6]1)=[CH:22][c:15]1[n:14]([CH3:13])[c:18]([N+:19](=[O:20])[O-:21])[cH:17][n:16]1. Starting materials: Cn1c([N+](=O)[O-])cnc1C=O, Cc1nnc(-c2ccccc2)s1, CC(=O)OC(C)=O, CC(=O)O, O. Yields the product Cn1c([N+](=O)[O-])cnc1C=Cc1nnc(-c2ccccc2)s1. Conditions: time 48 hour. The solvent is C(C)(=O)O (acetic acid). Isolated yield 68.4%. As a reaction SMILES: [CH2:1]([O:3][C:4]([C:6]1[O:7][C:8]2[C:13]([C:14](=O)[CH:15]=1)=[CH:12][CH:11]=[C:10]([N+:17]([O-])=O)[C:9]=2[CH3:20])=[O:5])[CH3:2]>[Pd].C(O)(=O)C>[CH2:1]([O:3][C:4]([CH:6]1[CH2:15][CH2:14][C:13]2[C:8](=[C:9]([CH3:20])[C:10]([NH2:17])=[CH:11][CH:12]=2)[O:7]1)=[O:5])[CH3:2]. Procedure details: A mixture of 8-methyl-7-nitro-4-oxo-4H-chromene-2-carboxylic acid ethyl ester (42.2 g, 0.152 mol) and palladium on carbon (4.7 g) in glacial acetic acid was hydrogenated at 50 psi for 48 hours. The catalyst was filtered through Celite® and the solvent removed under high vacuum. The crude product was chromatographed (25% ethyl acetate in hexanes) to afford 24.5 g (0.104 mol, 68.4%) of 7-amino-8-methyl-chroman-2-carboxylic acid ethyl ester as an orange oil which solidified upon standing: mp 82°-85... Reagents/catalysts: [Pd] (palladium on carbon). Yields the product C(C)OC(=O)C1OC2=C(C(=CC=C2CC1)N)C (7-amino-8-methyl-chroman-2-carboxylic acid ethyl ester). The reactants are C(C)OC(=O)C=1OC2=C(C(=CC=C2C(C1)=O)[N+](=O)[O-])C (8-methyl-7-nitro-4-oxo-4H-chromene-2-carboxylic acid ethyl ester). Reactants: C(C)N=C=NCCCN(C)C (N1-((Ethylimino)methylene)-N3,N3-dimethylpropane-1,3-diamine), O=C1N(CCCC1(C1=CC=CC=C1)C1=CC=CC=C1)CC(=O)O (2-(2-oxo-3,3-diphenylpiperidin-1-yl)acetic acid), N1CCC(CC1)N1N=NC2=C1C=CC(=C2)C(F)(F)F (1-(piperidin-4-yl)-5-(trifluoromethyl)-1H-benzo[d][1,2,3]triazole). Reaction conditions: time 23 hour. The solvent is C(Cl)Cl (CH2Cl2), C(Cl)Cl (CH2Cl2). The reagents and catalysts are CN(C1=CC=NC=C1)C (4-(dimethylamino)pyridine). Reaction SMILES: C(N=C=NCCCN(C)C)C.[O:12]=[C:13]1[C:18]([C:25]2[CH:30]=[CH:29][CH:28]=[CH:27][CH:26]=2)([C:19]2[CH:24]=[CH:23][CH:22]=[CH:21][CH:20]=2)[CH2:17][CH2:16][CH2:15][N:14]1[CH2:31][C:32](O)=[O:33].[NH:35]1[CH2:40][CH2:39][CH:38]([N:41]2[C:45]3[CH:46]=[CH:47][C:48]([C:50]([F:53])([F:52])[F:51])=[CH:49][C:44]=3[N:43]=[N:42]2)[CH2:37][CH2:36]1>CN(C)C1C=CN=CC=1.C(Cl)Cl>[O:33]=[C:32]([N:35]1[CH2:40][CH2:39][CH:38]([N:41]2[C:45]3[CH:46]=[CH:47][C:48]([C:50]([F:53])([F:51])[F:52])=[CH:49][C:44]=3[N:43]=[N:42]2)[CH2:37][CH2:36]1)[CH2:31][N:14]1[CH2:15][CH2:16][CH2:17][C:18]([C:25]2[CH:26]=[CH:27][CH:28]=[CH:29][CH:30]=2)([C:19]2[CH:24]=[CH:23][CH:22]=[CH:21][CH:20]=2)[C:13]1=[O:12]. Procedure: N1-((Ethylimino)methylene)-N3,N3-dimethylpropane-1,3-diamine (0.132 mL, 0.743 mmol) was added via syringe to a mixture of the product of Example 68E (230 mg, 0.743 mmol), 1-(piperidin-4-yl)-5-(trifluoromethyl)-1H-benzo[d][1,2,3]triazole (201 mg, 0.743 mmol), and 4-(dimethylamino)pyridine (9.1 mg, 0.07 mmol) in CH2Cl2 (3 mL). The reaction was allowed to proceed at ambient temperature for 23 hours. The reaction mixture was diluted with CH2Cl2 (50 mL) and washed with 1 N aqueous HCl, saturated aque... The product is O=C(CN1C(C(CCC1)(C1=CC=CC=C1)C1=CC=CC=C1)=O)N1CCC(CC1)N1N=NC2=C1C=CC(=C2)C(F)(F)F (1-(2-oxo-2-{4-[5-(trifluoromethyl)-1H-1,2,3-benzotriazol-1-yl]piperidin-1-yl}ethyl)-3,3-diphenylpiperidin-2-one). The reactants are CO, CC(=O)O, O=Cc1ccccc1O, NC1=NN(c2ccc(Br)c(C(F)(F)F)c2)CC1. The product is Oc1ccccc1C=NC1=NN(c2ccc(Br)c(C(F)(F)F)c2)CC1. RXN SMILES: [CH3:27][OH:28].[CH3:29][C:30](=[O:31])[OH:32].[CH:18](=[O:19])[c:20]1[cH:21][cH:22][cH:23][cH:24][c:25]1[OH:26].[NH2:1][C:2]1=[N:3][N:4]([c:7]2[cH:8][c:9]([C:14]([F:15])([F:16])[F:17])[c:10]([Br:13])[cH:11][cH:12]2)[CH2:5][CH2:6]1>>[N:1]([C:2]1=[N:3][N:4]([c:7]2[cH:8][c:9]([C:14]([F:15])([F:16])[F:17])[c:10]([Br:13])[cH:11][cH:12]2)[CH2:5][CH2:6]1)=[CH:18][c:20]1[cH:21][cH:22][cH:23][cH:24][c:25]1[OH:26].